From a dataset of the Open Reaction Database (ORD), a public repository of structured organic reaction records. describe an organic reaction: reactants, conditions, products, and yield The reactants are CC1=NN=C(O1)C1=CC(=C(C=C1)C(=O)C1CCC(=O)O1)OC (4-(4-(5-methyl-1,3,4-oxdiazol-2-yl)-methoxy-phenyl-carbonyl)-γ-butyrolactone), O.NN (hydrazine hydrate), C(C)(=O)O (acetic acid). RXN SMILES: [CH3:1][C:2]1[O:6][C:5]([C:7]2[CH:12]=[CH:11][C:10]([C:13]([CH:15]3OC(=O)[CH2:17][CH2:16]3)=O)=[C:9]([O:21][CH3:22])[CH:8]=2)=[N:4][N:3]=1.[OH2:23].[NH2:24][NH2:25].[C:26]([OH:29])(=O)C>C(O)C>[CH3:1][C:2]1[O:6][C:5]([C:7]2[CH:12]=[CH:11][C:10]([C:13]3[CH:15]([CH2:26][OH:29])[CH2:16][C:17](=[O:23])[NH:24][N:25]=3)=[C:9]([O:21][CH3:22])[CH:8]=2)=[N:4][N:3]=1 |f:1.2|. Product: CC1=NN=C(O1)C1=CC(=C(C=C1)C=1C(CC(NN1)=O)CO)OC (6-(4-(5-Methyl-1,3,4-oxdiazol-2-yl)-methoxyphenyl)-5-hydroxymethyl-2,3,4,5-tetrahydro-pyridazin-3-one). Procedure details: 9.0 g (0.03 mol) of 4-(4-(5-methyl-1,3,4-oxdiazol-2-yl)-methoxy-phenyl-carbonyl)-γ-butyrolactone and 1.6 g (0.032 mol) of hydrazine hydrate are stirred in 50 ml of ethanol at room temperature for 12 hours. After addition of 5 ml of acetic acid, the mixture is heated under reflux for 2 hours and concentrated, the residue is dissolved in ethyl acetate and the solution is extracted with aqueous potassium carbonate solution. The organic phase is concentrated and the residue is crystallised with meth... Run in C(C)O (ethanol). The reactants are C1CCOC1, CNc1c([N+](=O)[O-])cc(F)c(N2CCC(C(F)(F)F)CC2)c1F. Yields the product CNc1c(N)cc(F)c(N2CCC(C(F)(F)F)CC2)c1F. Reaction SMILES: [CH2:24]1[O:25][CH2:26][CH2:27][CH2:28]1.[F:1][c:2]1[c:3]([NH:4][CH3:5])[c:6]([N+:21]([O-:22])=[O:23])[cH:7][c:8]([F:20])[c:9]1[N:10]1[CH2:11][CH2:12][CH:13]([C:16]([F:17])([F:18])[F:19])[CH2:14][CH2:15]1>>[F:1][c:2]1[c:3]([NH:4][CH3:5])[c:6]([NH2:21])[cH:7][c:8]([F:20])[c:9]1[N:10]1[CH2:11][CH2:12][CH:13]([C:16]([F:17])([F:18])[F:19])[CH2:14][CH2:15]1. Reactants: COC(=O)c1ccc(N)cc1S(=O)(=O)NC(C)(C)C, CC(=O)OC(C)=O, O=CO, CN(C)C=O. Yields the product COC(=O)c1ccc(NC=O)cc1S(=O)(=O)NC(C)(C)C. RXN SMILES: [C:11]([CH3:12])([CH3:13])([CH3:14])[NH:15][S:16](=[O:17])(=[O:18])[c:19]1[c:20]([C:26](=[O:27])[O:28][CH3:29])[cH:21][cH:22][c:23]([NH2:25])[cH:24]1.[CH3:4][C:5]([O:6][C:7](=[O:8])[CH3:9])=[O:10].[CH:1](=[O:2])[OH:3].[O:30]=[CH:31][N:32]([CH3:33])[CH3:34]>>[CH:1](=[O:2])[NH:25][c:23]1[cH:22][cH:21][c:20]([C:26](=[O:27])[O:28][CH3:29])[c:19]([S:16]([NH:15][C:11]([CH3:12])([CH3:13])[CH3:14])(=[O:17])=[O:18])[cH:24]1.